describe an organic reaction: reactants, conditions, products, and yield From a dataset of the Open Reaction Database (ORD), a public repository of structured organic reaction records. The reactants are COC(C1=C(C=C(C(=C1)[N+](=O)[O-])NC(C)=O)OC)=O (methyl-2-methoxy-4-acetylamino-5-nitrobenzoate), [OH-].[Na+] (sodium hydroxide). Yields the product COC1=C(C(=O)[O-])C=C(C(=C1)N)[N+](=O)[O-].[Na+] (sodium 2-methoxy-4-amino-5-nitrobenzoate). RXN SMILES: C[O:2][C:3](=[O:19])[C:4]1[CH:9]=[C:8]([N+:10]([O-:12])=[O:11])[C:7]([NH:13]C(=O)C)=[CH:6][C:5]=1[O:17][CH3:18].[OH-].[Na+:21]>>[CH3:18][O:17][C:5]1[CH:6]=[C:7]([NH2:13])[C:8]([N+:10]([O-:12])=[O:11])=[CH:9][C:4]=1[C:3]([O-:19])=[O:2].[Na+:21] |f:1.2,3.4|. Reported procedure: reacting methyl-2-methoxy-4-acetylamino-5-nitrobenzoate with sodium hydroxide to form sodium 2-methoxy-4-amino-5-nitrobenzoate; The reactants are ClC=1C=CC(=CC1)C(=O)OO (4-chloroperbenzoic acid), CSC=1C=CC=2N(N1)C(=C(N2)C(F)(F)F)CN2C(CC(C2)CCC)=O (1-{[6-(methylthio)-2-(trifluoromethyl)imidazo[1,2-b]pyridazin-3-yl]methyl}-4-propyl pyrrolidin-2-one). The solvent is C(Cl)(Cl)Cl (chloroform). Conditions: time 30 minute. Yields the product CS(=O)C=1C=CC=2N(N1)C(=C(N2)C(F)(F)F)CN2C(CC(C2)CCC)=O (1-{[6-(methylsulfinyl)-2-(trifluoromethyl)imidazo[1,2-b]pyridazin-3-yl]methyl}-4-propylpyrrolidin-2-one). The yield is 38.0%. As a reaction SMILES: ClC1C=CC(C(OO)=[O:9])=CC=1.[CH3:12][S:13][C:14]1[CH:15]=[CH:16][C:17]2[N:18]([C:20]([CH2:27][N:28]3[CH2:32][CH:31]([CH2:33][CH2:34][CH3:35])[CH2:30][C:29]3=[O:36])=[C:21]([C:23]([F:26])([F:25])[F:24])[N:22]=2)[N:19]=1>C(Cl)(Cl)Cl>[CH3:12][S:13]([C:14]1[CH:15]=[CH:16][C:17]2[N:18]([C:20]([CH2:27][N:28]3[CH2:32][CH:31]([CH2:33][CH2:34][CH3:35])[CH2:30][C:29]3=[O:36])=[C:21]([C:23]([F:25])([F:24])[F:26])[N:22]=2)[N:19]=1)=[O:9]. Procedure details: 4-chloroperbenzoic acid (36 mg, 0.134 mmol, 1 eq) is added to a solution of 1-{[6-(methylthio)-2-(trifluoromethyl)imidazo[1,2-b]pyridazin-3-yl]methyl}-4-propyl pyrrolidin-2-one 33 (50 mg, 0.134 mmol) in chloroform (2 ml) at −30° C. After 30 minutes, the mixture is warmed to room temperature then stirred for additional 16 hours. After hydrolysis with a saturated aqueous NaHCO3 solution (2 ml) and extraction with CHCl3 (2 ml), the cumulated organic layers are dried over MgSO4 and condensed under r... The reactants are CC(C)(C)c1ccc(Oc2ccc3cc(C(=O)O)ncc3c2)cc1, COC(=O)C(N)Cc1ccc(O)cc1. Product: COC(=O)C(Cc1ccc(O)cc1)NC(=O)c1cc2ccc(Oc3ccc(C(C)(C)C)cc3)cc2cn1. RXN SMILES: [C:1]([CH3:2])([CH3:3])([CH3:4])[c:5]1[cH:6][cH:7][c:8]([O:9][c:10]2[cH:11][cH:12][c:13]3[cH:14][c:15]([C:20](=[O:21])[OH:22])[n:16][cH:17][c:18]3[cH:19]2)[cH:23][cH:24]1.[CH3:25][O:26][C:27]([CH:28]([CH2:29][c:30]1[cH:31][cH:32][c:33]([OH:36])[cH:34][cH:35]1)[NH2:37])=[O:38]>>[C:1]([CH3:2])([CH3:3])([CH3:4])[c:5]1[cH:6][cH:7][c:8]([O:9][c:10]2[cH:11][cH:12][c:13]3[cH:14][c:15]([C:20](=[O:21])[NH:37][CH:28]([C:27]([O:26][CH3:25])=[O:38])[CH2:29][c:30]4[cH:31][cH:32][c:33]([OH:36])[cH:34][cH:35]4)[n:16][cH:17][c:18]3[cH:19]2)[cH:23][cH:24]1.